Dataset: the Open Reaction Database (ORD), a public repository of structured organic reaction records. Task: describe an organic reaction: reactants, conditions, products, and yield Reactants: [K+].C(#N)C(=CC(=O)[O-])C1=CC(=CC=C1)[N+](=O)[O-] (3-cyano-3-(3-nitro-phenyl)-acrylic acid potassium salt), S(O)(O)(=O)=O (sulfuric acid). Solvent: C(=O)O (formic acid), O (water), O (water). Product: [N+](=O)([O-])C=1C=C(C=CC1)C=1C(OC(C1)=O)=O (3-(3-nitrophenyl)-furan-2,5-dione). RXN SMILES: [K+].[C:2]([C:4]([C:9]1[CH:14]=[CH:13][CH:12]=[C:11]([N+:15]([O-:17])=[O:16])[CH:10]=1)=[CH:5][C:6]([O-:8])=[O:7])#N.S(=O)(=O)(O)[OH:19]>C(O)=O.O>[N+:15]([C:11]1[CH:10]=[C:9]([C:4]2[C:2](=[O:19])[O:7][C:6](=[O:8])[CH:5]=2)[CH:14]=[CH:13][CH:12]=1)([O-:17])=[O:16] |f:0.1|. Procedure details: To a suspension of.3-cyano-3-(3-nitro-phenyl)-acrylic acid potassium salt (1.28 g) in formic acid (10 ml) and water (1 ml) was added sulfuric acid (1 ml), and the mixture was refluxed for 3 hours. After cooling, the mixte was poured into water. The resulting precipitate was collected by filtration and dried to give 3-(3-nitrophenyl)-furan-2,5-dione(0.69 g).